Task: describe an organic reaction: reactants, conditions, products, and yield. Dataset: the Open Reaction Database (ORD), a public repository of structured organic reaction records The reactants are BrCc1ccccc1, O=C([O-])[O-], CN(C)C=O, CCOC(C)=O, O=C(O)CCCc1c[nH]c2ccc(Cl)cc12, Cl, [K+], [K+]. The product is O=C(CCCc1c[nH]c2ccc(Cl)cc12)OCc1ccccc1. As a reaction SMILES: [Br:17][CH2:18][c:19]1[cH:20][cH:21][cH:22][cH:23][cH:24]1.[C:25](=[O:26])([O-:27])[O-:28].[CH3:32][N:33]([CH3:34])[CH:35]=[O:36].[CH3:37][CH2:38][O:39][C:40](=[O:41])[CH3:42].[Cl:1][c:2]1[cH:3][c:4]2[c:5]([CH2:11][CH2:12][CH2:13][C:14](=[O:15])[OH:16])[cH:6][nH:7][c:8]2[cH:9][cH:10]1.[ClH:31].[K+:29].[K+:30]>>[Cl:1][c:2]1[cH:3][c:4]2[c:5]([CH2:11][CH2:12][CH2:13][C:14](=[O:15])[O:16][CH2:18][c:19]3[cH:20][cH:21][cH:22][cH:23][cH:24]3)[cH:6][nH:7][c:8]2[cH:9][cH:10]1. The reactants are C(C)OC(C(CC1=C(C=C(C=C1)OCCC=1N=C(SC1)C1=CC=C(C=C1)OC)C)OCC)=O ([rac]-2-ethoxy-3-(4-{2-[2-(4-methoxy-phenyl)-thiazol-4-yl]-ethoxy}-2-methyl-phenyl)-propionic acid ethyl ester), [Li+].[OH-] (LiOH). Yields the product C(C)OC(C(=O)O)CC1=C(C=C(C=C1)OCCC=1N=C(SC1)C1=CC=C(C=C1)OC)C ([rac]-2-ethoxy-3-(4-{2-[2-(4-methoxy-phenyl)-thiazol-4-yl]-ethoxy}-2-methyl-phenyl)-propionic acid). RXN SMILES: C([O:3][C:4](=[O:33])[CH:5]([O:30][CH2:31][CH3:32])[CH2:6][C:7]1[CH:12]=[CH:11][C:10]([O:13][CH2:14][CH2:15][C:16]2[N:17]=[C:18]([C:21]3[CH:26]=[CH:25][C:24]([O:27][CH3:28])=[CH:23][CH:22]=3)[S:19][CH:20]=2)=[CH:9][C:8]=1[CH3:29])C.[Li+].[OH-]>>[CH2:31]([O:30][CH:5]([CH2:6][C:7]1[CH:12]=[CH:11][C:10]([O:13][CH2:14][CH2:15][C:16]2[N:17]=[C:18]([C:21]3[CH:26]=[CH:25][C:24]([O:27][CH3:28])=[CH:23][CH:22]=3)[S:19][CH:20]=2)=[CH:9][C:8]=1[CH3:29])[C:4]([OH:33])=[O:3])[CH3:32] |f:1.2|. Procedure details: In analogy to the procedure described in example 10 d], [rac]-2-ethoxy-3-(4-{2-[2-(4-methoxy-phenyl)-thiazol-4-yl]-ethoxy}-2-methyl-phenyl)-propionic acid ethyl ester was treated with LiOH to obtain [rac]-2-ethoxy-3-(4-{2-[2-(4-methoxy-phenyl)-thiazol-4-yl]-ethoxy}-2-methyl-phenyl)-propionic acid as colorless liquid. The reactants are FC1=CC=C(C=C1)C=1OC2=C(C1C(=O)NC)C=C(C=C2)C2=C(C=CC(=C2)C(NCC(C)C)=O)OCC2CNCCC2 (2-(4-Fluorophenyl)-5-(5-(isobutylcarbamoyl)-2-(piperidin-3-ylmethoxy)phenyl)-N-methyl benzofuran-3-carboxamide), C(=O)(C(F)(F)F)O (TFA). The product is FC1=CC=C(C=C1)C=1OC2=C(C1C(=O)NC)C=C(C=C2)C2=C(C=CC(=C2)C(NCC(C)C)=O)OCC2=CC=NC=C2 (2-(4-Fluorophenyl)-5-(5-(isobutylcarbamoyl)-2-(pyridin-4-ylmethoxy)phenyl)-N-methyl benzofuran-3-carboxamide). Reaction SMILES: [F:1][C:2]1[CH:7]=[CH:6][C:5]([C:8]2[O:9][C:10]3[CH:20]=[CH:19][C:18]([C:21]4[CH:26]=[C:25]([C:27](=[O:33])[NH:28][CH2:29][CH:30]([CH3:32])[CH3:31])[CH:24]=[CH:23][C:22]=4[O:34][CH2:35]C4CCCNC4)=[CH:17][C:11]=3[C:12]=2[C:13]([NH:15][CH3:16])=[O:14])=[CH:4][CH:3]=1.[C:42](O)([C:44](F)(F)F)=O>>[F:1][C:2]1[CH:7]=[CH:6][C:5]([C:8]2[O:9][C:10]3[CH:20]=[CH:19][C:18]([C:21]4[CH:26]=[C:25]([C:27](=[O:33])[NH:28][CH2:29][CH:30]([CH3:31])[CH3:32])[CH:24]=[CH:23][C:22]=4[O:34][CH2:35][C:44]4[CH:42]=[CH:16][N:15]=[CH:13][CH:12]=4)=[CH:17][C:11]=3[C:12]=2[C:13]([NH:15][CH3:16])=[O:14])=[CH:4][CH:3]=1. Procedure: 2-(4-Fluorophenyl)-5-(5-(isobutylcarbamoyl)-2-(piperidin-3-ylmethoxy)phenyl)-N-methyl benzofuran-3-carboxamide, TFA. 1H NMR (400 MHz, THF-d8) δ ppm 0.93 (d, J=6.78 Hz, 6 H), 1.40-1.57 (m, 1 H), 1.75-2.00 (m, 4 H), 2.33 (br. s., 1 H), 2.80-3.00 (m, 5 H), 3.18 (t, J=6.40 Hz, 2 H), 3.32 (d, J=12.05 Hz, 1 H), 3.45 (d, J=10.79 Hz, 1 H), 3.90-4.12 (m, 2 H), 7.03 (d, J=8.53 Hz, 1 H), 7.22 (t, J=8.78 Hz, 2 H), 7.47 (dd, J=8.53, 1.51 Hz, 1 H), 7.58 (d, J=8.53 Hz, 1 H), 7.71 (t, J=5.65 Hz, 1 H), 7.75-7.86...